Dataset: the Open Reaction Database (ORD), a public repository of structured organic reaction records. Task: describe an organic reaction: reactants, conditions, products, and yield Starting materials: NN=C(c1ccccc1)c1ccccc1, O=C([O-])[O-], [Cs+], [Cs+], O=C1NCCc2cc(OS(=O)(=O)C(F)(F)F)ccc21, CC(=O)[O-], CC(=O)[O-], O, [Pd+2]. Yields the product O=C1NCCc2cc(NN=C(c3ccccc3)c3ccccc3)ccc21. Reaction SMILES: [C:20]([c:21]1[cH:22][cH:23][cH:24][cH:25][cH:26]1)([c:27]1[cH:28][cH:29][cH:30][cH:31][cH:32]1)=[N:33][NH2:34].[C:35](=[O:36])([O-:37])[O-:38].[Cs+:39].[Cs+:40].[F:1][C:2]([F:3])([F:4])[S:5]([O:6][c:7]1[cH:8][c:9]2[c:14]([cH:15][cH:16]1)[C:13](=[O:17])[NH:12][CH2:11][CH2:10]2)(=[O:18])=[O:19].[O-:42][C:43]([CH3:44])=[O:45].[O-:46][C:47]([CH3:48])=[O:49].[OH2:50].[Pd+2:41]>>[c:7]1([NH:34][N:33]=[C:20]([c:21]2[cH:22][cH:23][cH:24][cH:25][cH:26]2)[c:27]2[cH:28][cH:29][cH:30][cH:31][cH:32]2)[cH:8][c:9]2[c:14]([cH:15][cH:16]1)[C:13](=[O:17])[NH:12][CH2:11][CH2:10]2. The reactants are FC(C(=O)O)(F)F (Trifluoroacetic acid), C(C)(C)(C)OC(=O)N(C1=NN2C(C=CC=C2CN2CC(NCC2)=O)=N1)C(=O)OC(C)(C)C (N,N-di-tert-butoxycarbonyl-5-((3-oxopiperazinyl)methyl)-[1,2,4]triazolo[1,5-a]pyridin-2-amine), NC1=NN2C(C=CC=C2CN2CC(NCC2)=O)=N1 (4-((2-Amino-[1,2,4]triazolo[1,5-a]pyridin-5-yl)methyl)piperazin-2-one). Solvent: ClCCl (dichloromethane). Run at time 23 hour. The product is N1C=CC=2C1=NC=C(C2)NC2=NN1C(C=CC=C1CN1CC(NCC1)=O)=N2 (4-((2-(1H-Pyrrolo[2,3-b]pyridin-5-ylamino)-[1,2,4]triazolo[1,5-a]pyridin-5-yl)methyl)piperazin-2-one). The yield is 97.0%. Reaction SMILES: N[C:2]1[N:18]=[C:5]2[CH:6]=[CH:7][CH:8]=[C:9](CN3CCNC(=O)C3)[N:4]2N=1.FC(F)(F)C(O)=O.C(OC([N:33]([C:51](OC(C)(C)C)=O)[C:34]1[N:50]=[C:37]2[CH:38]=[CH:39][CH:40]=[C:41]([CH2:42][N:43]3[CH2:48][CH2:47][NH:46][C:45](=[O:49])[CH2:44]3)[N:36]2[N:35]=1)=O)(C)(C)C>ClCCl>[NH:4]1[C:5]2=[N:18][CH:2]=[C:51]([NH:33][C:34]3[N:50]=[C:37]4[CH:38]=[CH:39][CH:40]=[C:41]([CH2:42][N:43]5[CH2:48][CH2:47][NH:46][C:45](=[O:49])[CH2:44]5)[N:36]4[N:35]=3)[CH:6]=[C:7]2[CH:8]=[CH:9]1. Procedure details: 4-((2-Amino-[1,2,4]triazolo[1,5-a]pyridin-5-yl)methyl)piperazin-2-one. Trifluoroacetic acid (2.55 mL, 33.1 mmol) was added to a stirred solution of N,N-di-tert-butoxycarbonyl-5-((3-oxopiperazinyl)methyl)-[1,2,4]triazolo[1,5-a]pyridin-2-amine (0.740 g, 1.657 mmol) in dichloromethane (18.5 mL). The resulting solution was capped and stirred at room temperature for 23 h. Most of the solvent was removed on a rotary evaporator. The residue was loaded onto two 5 g Strata X—C ion exchange columns from P... Reactants: BrC=1C=CC(=NC1Cl)NCC1=CC=C(C=C1)Cl ((5-bromo-6-chloro-pyridin-2-yl)-(4-chloro-benzyl)-amine), C(C)(C)[Mg]Cl (isopropylmagnesium chloride), CN(C=O)C (N,N-dimethylformamide), C(C)(C)(C)[Li] (tert-Butyllithium). The solvent is O1CCCC1 (tetrahydrofuran), O (water). Conditions: temperature -78 celsius, time 20 minute. Product: ClC1=NC(=CC=C1C=O)NCC1=CC=C(C=C1)Cl (2-chloro-6-(4-chloro-benzylamino)-pyridine-3-carbaldehyde). Reaction SMILES: Br[C:2]1[CH:3]=[CH:4][C:5]([NH:9][CH2:10][C:11]2[CH:16]=[CH:15][C:14]([Cl:17])=[CH:13][CH:12]=2)=[N:6][C:7]=1[Cl:8].C([Mg]Cl)(C)C.C([Li])(C)(C)C.CN(C)[CH:30]=[O:31]>O1CCCC1.O>[Cl:8][C:7]1[C:2]([CH:30]=[O:31])=[CH:3][CH:4]=[C:5]([NH:9][CH2:10][C:11]2[CH:16]=[CH:15][C:14]([Cl:17])=[CH:13][CH:12]=2)[N:6]=1. Reported procedure: To (5-bromo-6-chloro-pyridin-2-yl)-(4-chloro-benzyl)-amine (539, 2.60 g, 7.83 mmol) in tetrahydrofuran (60.0 mL) under an atmosphere of nitrogen at −78° C., isopropylmagnesium chloride (2.00M in tetrahydrofuran, 4.20 mL) was added over 10 minutes. The reaction was stirred at −78° C. for 20 minutes, then allowed to warm to room temperature for 10 minutes. The reaction was cooled to −78° C. tert-Butyllithium (1.70M in hexane, 10.2 mL) was added to the reaction over 10 minutes. After 40 minutes, N,... Starting materials: BrC=1C=C(C=C(C1)[N+](=O)[O-])C(C)=O (1-(3-Bromo-5-nitro-phenyl)-ethanone), C(C)(C)(C)[S@@](=O)N ((R)-(+)-tert-butanesulfinamide), Ti(OEt)4. The solvent is C1CCOC1 (THF). The product is BrC=1C=C(C=C(C1)[N+](=O)[O-])\C(\C)=N\S(=O)C(C)(C)C (2-Methyl-propane-2-sulfinic acid [1-(3-bromo-5-nitro-phenyl)-eth-(E)-ylidene]-amide). Reaction SMILES: [Br:1][C:2]1[CH:3]=[C:4]([C:11](=O)[CH3:12])[CH:5]=[C:6]([N+:8]([O-:10])=[O:9])[CH:7]=1.[C:14]([S@:18]([NH2:20])=[O:19])([CH3:17])([CH3:16])[CH3:15]>C1COCC1>[Br:1][C:2]1[CH:3]=[C:4](/[C:11](=[N:20]/[S:18]([C:14]([CH3:17])([CH3:16])[CH3:15])=[O:19])/[CH3:12])[CH:5]=[C:6]([N+:8]([O-:10])=[O:9])[CH:7]=1. Reported procedure: 1-(3-Bromo-5-nitro-phenyl)-ethanone (11.6 g, 47.5 mmol), (R)-(+)-tert-butanesulfinamide (6.34 g, 52.3 mmol) and Ti(OEt)4 (24.64 ml, 119 mmol) were mixed in 62 ml THF and refluxed for 2.5 hrs. The reaction was cooled and carefully quenched by addition of ice and water. The white precipitate was filtered off and the aqueous mixture was extracted with ethyl acetate. The organic phases were washed with water and brine, combined and dried over Na2SO4. Volatiles were removed under reduced pressure. Th...